This data is from the Open Reaction Database (ORD), a public repository of structured organic reaction records. The task is: describe an organic reaction: reactants, conditions, products, and yield The reactants are C1CNCCN1, CCCc1nc(Cl)c2sc3nc(-c4ccc(OC)c(OC)c4)cc(C)c3c2n1, C1CCOC1. Product: CCCc1nc(N2CCNCC2)c2sc3nc(-c4ccc(OC)c(OC)c4)cc(C)c3c2n1. Reaction SMILES: [CH2:29]1[CH2:30][NH:31][CH2:32][CH2:33][NH:34]1.[Cl:1][c:2]1[c:3]2[c:4]([n:5][c:6]([CH2:8][CH2:9][CH3:10])[n:7]1)[c:11]1[c:12]([s:13]2)[n:14][c:15](-[c:19]2[cH:20][c:21]([O:27][CH3:28])[c:22]([O:25][CH3:26])[cH:23][cH:24]2)[cH:16][c:17]1[CH3:18].[O:35]1[CH2:36][CH2:37][CH2:38][CH2:39]1>>[c:2]1([N:31]2[CH2:30][CH2:29][NH:34][CH2:33][CH2:32]2)[c:3]2[c:4]([n:5][c:6]([CH2:8][CH2:9][CH3:10])[n:7]1)[c:11]1[c:12]([s:13]2)[n:14][c:15](-[c:19]2[cH:20][c:21]([O:27][CH3:28])[c:22]([O:25][CH3:26])[cH:23][cH:24]2)[cH:16][c:17]1[CH3:18].